From a dataset of the Open Reaction Database (ORD), a public repository of structured organic reaction records. describe an organic reaction: reactants, conditions, products, and yield Starting materials: BrCCCN1C(C=2C(C1=O)=CC=CC2)=O (N-(3-bromopropyl)phthalimide), CC=1NC=C(N1)C (2,4-dimethylimidazole), [H-].[Na+] (sodium hydride). Run in CN(C)C=O (DMF), CN(C)C=O (DMF), CN(C)C=O (DMF). The product is CC=1N(C=C(N1)C)CCCN1C(C=2C(C1=O)=CC=CC2)=O (N-[3-(2,4-dimethylimidazol-1-yl)propyl]phthalimide). RXN SMILES: [CH3:1][C:2]1[NH:3][CH:4]=[C:5]([CH3:7])[N:6]=1.[H-].[Na+].Br[CH2:11][CH2:12][CH2:13][N:14]1[C:18](=[O:19])[C:17]2=[CH:20][CH:21]=[CH:22][CH:23]=[C:16]2[C:15]1=[O:24]>CN(C=O)C>[CH3:1][C:2]1[N:3]([CH2:11][CH2:12][CH2:13][N:14]2[C:18](=[O:19])[C:17]3=[CH:20][CH:21]=[CH:22][CH:23]=[C:16]3[C:15]2=[O:24])[CH:4]=[C:5]([CH3:7])[N:6]=1 |f:1.2|. Reported procedure: In a similar manner to Example A, a mixture of 2,4-dimethylimidazole (24.0 g) was added to a suspension of sodium hydride (10.0 g, 60% dispersion) in DMF (300 ml). After stirring for. 1.5 hours, DMF (80 ml) was added followed by a slurry of N-(3-bromopropyl)phthalimide (63.8 g) in DMF (100 ml). The mixture was reacted and worked up as in Example A and the residue triturated with petroleum ether b.p. 60°-80° C. and then with ether. The residue was recrystallised from ethyl acetate to give N-[3-(2... Starting materials: O=C([O-])O, CCO, Cl, N#Cc1cc(CC(F)(F)F)ccn1, NO, [Na+]. Yields the product NC(=O)c1cc(CC(F)(F)F)ccn1. As a reaction SMILES: [C:1]([O-:2])(=[O:3])[OH:4].[CH3:22][CH2:23][OH:24].[ClH:6].[F:9][C:10]([CH2:11][c:12]1[cH:13][c:14]([C:18]#[N:19])[n:15][cH:16][cH:17]1)([F:20])[F:21].[NH2:7][OH:8].[Na+:5]>>[O:2]=[C:18]([c:14]1[cH:13][c:12]([CH2:11][C:10]([F:9])([F:20])[F:21])[cH:17][cH:16][n:15]1)[NH2:19]. The reactants are C(C)N (ethylamine), C(C)(C)(C)C#C (tert-butylacetylene), ClC=CCCl (1,3-dichloropropene), C1(=CC=CC=C1)P(C1=CC=CC=C1)C1=CC=CC=C1 (triphenylphosphine). Reagents/catalysts: [Cu]I (copper (I) iodide), [Pd](Cl)Cl (palladium chloride). Yields the product Cl.CC(C#C/C=C/CNCC)(C)C ((E)-N-(6,6-Dimethyl-2-hepten-4-ynyl)ethylamine hydrochloride). The yield is 74.0%. As a reaction SMILES: [CH2:1]([NH2:3])[CH3:2].[Cl:4][CH:5]=[CH:6][CH2:7]Cl.C1(P(C2C=CC=CC=2)C2C=CC=CC=2)C=CC=CC=1.[C:28]([C:32]#[CH:33])([CH3:31])([CH3:30])[CH3:29]>[Cu]I.[Pd](Cl)Cl>[ClH:4].[CH3:29][C:28]([CH3:31])([CH3:30])[C:32]#[C:33]/[CH:5]=[CH:6]/[CH2:7][NH:3][CH2:1][CH3:2] |f:6.7|. Procedure details: By using 145 ml (1.79 mol) of 70% ethylamine aqueous solution instead of n-propylamine, 255 ml of tetahydrofuran, 27.3 ml (0.296 mol) of 1,3-dichloropropene (E/Z=9/1), 2.85 g (15 mmol) of copper (I) iodide, 1.07 g (6.0 mmol) of palladium chloride, 3.15 g (12 mmol) of triphenylphosphine and 45.0 ml (0.365 mol) of tert-butylacetylene, the treatment was conducted in the same manner as in Example 1 to obtain 44.4 g (yield: 74%) of the above identified compound as slightly yellowish brown crystalline...